From a dataset of the Open Reaction Database (ORD), a public repository of structured organic reaction records. describe an organic reaction: reactants, conditions, products, and yield The reactants are BrC=1C=CC(=NC1)[N+](=O)[O-] (5-bromo-2-nitro-pyridine), N1CCOCC1 (morpholine), C([O-])([O-])=O.[K+].[K+] (potassium carbonate). Run in CS(=O)C (DMSO). Yields the product N1(CCOCC1)C=1C=CC(=NC1)N (5-Morpholin-4-yl-pyridin-2-ylamine), [N+](=O)([O-])C1=CC=C(C=N1)N1CCOCC1 (4-(6-nitro-pyridin-3-yl)-morpholine). RXN SMILES: Br[C:2]1[CH:3]=[CH:4][C:5]([N+:8]([O-:10])=[O:9])=[N:6][CH:7]=1.[NH:11]1[CH2:16][CH2:15][O:14][CH2:13][CH2:12]1.C(=O)([O-])[O-].[K+].[K+]>CS(C)=O>[N:11]1([C:2]2[CH:3]=[CH:4][C:5]([NH2:8])=[N:6][CH:7]=2)[CH2:16][CH2:15][O:14][CH2:13][CH2:12]1.[N+:8]([C:5]1[N:6]=[CH:7][C:2]([N:11]2[CH2:16][CH2:15][O:14][CH2:13][CH2:12]2)=[CH:3][CH:4]=1)([O-:10])=[O:9] |f:2.3.4|. Procedure: 5-Morpholin-4-yl-pyridin-2-ylamine was prepared by adapting the procedure described in J. Med. Chem., 2005, 48(7), 2388-2406. Briefly, 5-bromo-2-nitro-pyridine was reacted with morpholine and potassium carbonate in DMSO at 60-70° C. to afford 4-(6-nitro-pyridin-3-yl)-morpholine in 84% yield. Reduction with palladium on carbon under a hydrogen atmosphere provided 5-morpholin-4-yl-pyridin-2-ylamine in 70% yield. This was converted into 3-hydroxy-7-morpholin-4-yl-4-oxo-4H-pyrido[1,2-a]pyrimidine-2-... The reactants are CCOC(C)=O, CN(Cc1cc(N(C)c2ccccc2)n(-c2ccccc2)n1)C(=O)OC(C)(C)C, CCOC(C)=O, CO, Cl. The product is CNCc1cc(N(C)c2ccccc2)n(-c2ccccc2)n1, Cl. As a reaction SMILES: [C:30]([O:31][CH2:32][CH3:33])(=[O:34])[CH3:35].[CH3:1][N:2]([C:3](=[O:4])[O:5][C:6]([CH3:7])([CH3:8])[CH3:9])[CH2:10][c:11]1[n:12][n:13](-[c:24]2[cH:25][cH:26][cH:27][cH:28][cH:29]2)[c:14]([N:16]([c:17]2[cH:18][cH:19][cH:20][cH:21][cH:22]2)[CH3:23])[cH:15]1.[CH3:37][CH2:38][O:39][C:40](=[O:41])[CH3:42].[CH3:43][OH:44].[ClH:36]>>[CH3:1][NH:2][CH2:10][c:11]1[n:12][n:13](-[c:24]2[cH:25][cH:26][cH:27][cH:28][cH:29]2)[c:14]([N:16]([c:17]2[cH:18][cH:19][cH:20][cH:21][cH:22]2)[CH3:23])[cH:15]1.[ClH:36]. The reactants are Oc1cc(F)c(F)cc1Br, ClCCl, [NH4+], [Ni+], O=[N+]([O-])O, O=S(=O)([O-])[O-]. Yields the product O=[N+]([O-])c1c(O)c(Br)cc(F)c1F. As a reaction SMILES: [Br:1][c:2]1[c:3]([OH:10])[cH:4][c:5]([F:9])[c:6]([F:8])[cH:7]1.[Cl:22][CH2:23][Cl:24].[NH4+:21].[Ni+:20].[OH:11][N+:12]([O-:13])=[O:14].[S:15]([O-:16])([O-:17])(=[O:18])=[O:19]>>[Br:1][c:2]1[c:3]([OH:10])[c:4]([N+:12](=[O:11])[O-:13])[c:5]([F:9])[c:6]([F:8])[cH:7]1.